Dataset: the Open Reaction Database (ORD), a public repository of structured organic reaction records. Task: describe an organic reaction: reactants, conditions, products, and yield Starting materials: ClC1=CC(=NC=N1)C(=O)NC1=C(C=C(C=C1)O)C (6-chloro-N-(4-hydroxy-2-methylphenyl)pyrimidine-4-carboxamide), ClC1=CC(=NC=N1)C(=O)NC1=C(C=C(C=C1)O)C (6-chloro-N-(4-hydroxy-2-methylphenyl)pyrimidine-4-carboxamide), C(CC)NCCC (dipropylamine). Yields the product C(CC)N(C1=CC(=NC=N1)C(=O)NC1=CC=C(C=C1)O)CCC (6-(dipropylamino)-N-(4-hydroxyphenyl)pyrimidine-4-carboxamide). RXN SMILES: Cl[C:2]1[N:7]=[CH:6][N:5]=[C:4]([C:8]([NH:10][C:11]2[CH:16]=[CH:15][C:14]([OH:17])=[CH:13][C:12]=2C)=[O:9])[CH:3]=1.[CH2:19]([NH:22][CH2:23][CH2:24][CH3:25])[CH2:20][CH3:21]>>[CH2:19]([N:22]([CH2:23][CH2:24][CH3:25])[C:2]1[N:7]=[CH:6][N:5]=[C:4]([C:8]([NH:10][C:11]2[CH:12]=[CH:13][C:14]([OH:17])=[CH:15][CH:16]=2)=[O:9])[CH:3]=1)[CH2:20][CH3:21]. Procedure: Following the general method as outlined in Example 20, starting from 6-chloro-N-(4-hydroxy-2-methylphenyl)pyrimidine-4-carboxamide (Intermediate 7) and dipropylamine (Aldrich), the title compound was obtained as a brown solid.